Dataset: the Open Reaction Database (ORD), a public repository of structured organic reaction records. Task: describe an organic reaction: reactants, conditions, products, and yield Starting materials: Cl.C1(=CC=CC=C1)C1(CCNCC1)C1=CC=CC=C1 (4,4-diphenylpiperidine hydrochloride), C(C)(=O)C1=C(NC(=C(C1C1=CC(=CC=C1)[N+](=O)[O-])C(C)=O)C)CCCCCCBr (3,5-diacetyl-1,4-dihydro-2-(6-bromohexyl)6-methyl-4-(3-nitrophenyl) -pyridine), [I-].[Na+] (sodium iodide), compound B, compound B. The solvent is C(C)OCC (diethyl ether), C(C)#N (acetonitrile). Yields the product Cl.C(C)(=O)C1=C(NC(=C(C1C1=CC(=CC=C1)[N+](=O)[O-])C(C)=O)C)CCCCCCN1CCC(CC1)(C1=CC=CC=C1)C1=CC=CC=C1 (3,5-Diacetyl-1,4-dihydro-2-[6-(4,4-diphenyl-1-piperidinyl)hexyl]-6-methyl-4-(3-nitrophenyl)-pyridine hydrochloride). RXN SMILES: [C:1]([C:4]1[CH:9]([C:10]2[CH:15]=[CH:14][CH:13]=[C:12]([N+:16]([O-:18])=[O:17])[CH:11]=2)[C:8]([C:19](=[O:21])[CH3:20])=[C:7]([CH3:22])[NH:6][C:5]=1[CH2:23][CH2:24][CH2:25][CH2:26][CH2:27][CH2:28]Br)(=[O:3])[CH3:2].[I-].[Na+].[ClH:32].[C:33]1([C:39]2([C:45]3[CH:50]=[CH:49][CH:48]=[CH:47][CH:46]=3)[CH2:44][CH2:43][NH:42][CH2:41][CH2:40]2)[CH:38]=[CH:37][CH:36]=[CH:35][CH:34]=1>C(#N)C.C(OCC)C>[ClH:32].[C:1]([C:4]1[CH:9]([C:10]2[CH:15]=[CH:14][CH:13]=[C:12]([N+:16]([O-:18])=[O:17])[CH:11]=2)[C:8]([C:19](=[O:21])[CH3:20])=[C:7]([CH3:22])[NH:6][C:5]=1[CH2:23][CH2:24][CH2:25][CH2:26][CH2:27][CH2:28][N:42]1[CH2:43][CH2:44][C:39]([C:33]2[CH:38]=[CH:37][CH:36]=[CH:35][CH:34]=2)([C:45]2[CH:50]=[CH:49][CH:48]=[CH:47][CH:46]=2)[CH2:40][CH2:41]1)(=[O:3])[CH3:2] |f:1.2,3.4,7.8|. Reported procedure: 3.5 g (7.8 mmol) 3,5-diacetyl-1,4-dihydro-2-(6-bromohexyl)6-methyl-4-(3-nitrophenyl) -pyridine are reacted first with 2.3 g (15.6 mmol) sodium iodide, as described for starting compound B, and then with 4.3 g (15.6 mmol)4,4-diphenylpiperidine hydrochloride. Working up is carried out as described for starting compound B. The crude product is chromatographed with toluene/acetone=8/2. The product thus obtained is taken up in 5 ml acetonitrile and the mixture is diluted with 5 ml diethyl ether. The ... Starting materials: O (water), ClC1=NC=C(C=C1)[N+](=O)[O-] (2-chloro-5-nitropyridine), CNC(CO)NC (2,2-dimethylaminoethanol), C([O-])([O-])=O.[K+].[K+] (potassium carbonate). The solvent is CN(C=O)C (dimethylformamide). The product is CN(CCOC1=NC=C(C=C1)[N+](=O)[O-])C (N,N-dimethyl-2-[(5-nitro-2-pyridinyl)oxy]-ethanamine). RXN SMILES: Cl[C:2]1[CH:7]=[CH:6][C:5]([N+:8]([O-:10])=[O:9])=[CH:4][N:3]=1.CN[CH:13]([NH:16][CH3:17])[CH2:14][OH:15].[C:18](=O)([O-])[O-].[K+].[K+].O>CN(C)C=O>[CH3:18][N:16]([CH3:17])[CH2:13][CH2:14][O:15][C:2]1[CH:7]=[CH:6][C:5]([N+:8]([O-:10])=[O:9])=[CH:4][N:3]=1 |f:2.3.4|. Procedure details: A mixture of 7.93 g (50 mmol) of 2-chloro-5-nitropyridine, 4.9 g (55 mmol) of 2,2-dimethylaminoethanol and 4 g (29 mmol) of potassium carbonate in 50 mL of dimethylformamide was allowed to stand at room temperature with occasional shaking. The mixture was then poured into 200 mL of water and the resulting mixture was extracted three times with 30-mL portions of ethyl acetate. Drying over magnesium sulfate and evaporation of the solvent gave a yellowish oil. Starting materials: C1(=C(C=CC=C1)N)N (1,2-Phenylenediamine), 189g, C=CC(C)=C (isoprene), 225g, 20g. Solvent: CCCCC (pentane), CCCCC (pentane). Run at time 24 hour. The product is C1(=C(C=CC=C1)N)N.C=CC(C)=C (1,2-Phenylenediamine Isoprene). Reaction SMILES: [C:1]1([NH2:8])[CH:6]=[CH:5][CH:4]=[CH:3][C:2]=1[NH2:7].[CH2:9]=[CH:10][C:11](=[CH2:13])[CH3:12]>CCCCC>[C:1]1([NH2:8])[CH:6]=[CH:5][CH:4]=[CH:3][C:2]=1[NH2:7].[CH2:9]=[CH:10][C:11](=[CH2:12])[CH3:13] |f:3.4|. Procedure details: 1,2-Phenylenediamine (200g, 1.85 mol), 189g (2.77 mol) of isoprene, 225g (3.14 mol) of pentane and 20g of 13 wt% alumina/87 wt% silica catalyst were reacted in a fashion similar to example 1. The reaction was conducted at 200° C. for 24 hr. with an initial pressure of 426 psig. Product analysis by gas chromatography on isoprene and pentane free sample afforded by the following assay.